This data is from the Open Reaction Database (ORD), a public repository of structured organic reaction records. The task is: describe an organic reaction: reactants, conditions, products, and yield Starting materials: BrC=1C=C(C=NC1)NC=C(C(=O)OCC)C(=O)OCC (diethyl 2-((5-bromopyridin-3-ylamino)methylene)malonate), O(C1=CC=CC=C1)C1=CC=CC=C1 (1-phenoxybenzene). As a reaction SMILES: [Br:1][C:2]1[CH:3]=[C:4]([NH:8][CH:9]=[C:10]([C:16]([O:18]CC)=O)[C:11]([O:13][CH2:14][CH3:15])=[O:12])[CH:5]=[N:6][CH:7]=1.O(C1C=CC=CC=1)C1C=CC=CC=1>CC#N>[Br:1][C:2]1[CH:3]=[C:4]2[C:5]([C:16](=[O:18])[C:10]([C:11]([O:13][CH2:14][CH3:15])=[O:12])=[CH:9][NH:8]2)=[N:6][CH:7]=1. Procedure details: In a RBF fitted with a reflux condenser a mixture of diethyl 2-((5-bromopyridin-3-ylamino)methylene)malonate (1 g, 3 mmol) and 1-phenoxybenzene (10 mL, 63 mmol) was heated to reflux for 1 h. The reaction mixture was allowed to cool to RT and CH3CN was added. The resulting solids were filtered and dried to provide the desired product as a light brown solid. The product is BrC1=CN=C2C(C(=CNC2=C1)C(=O)OCC)=O (Ethyl 7-bromo-4-oxo-1,4-dihydro-1,5-naphthyridine-3-carboxylate). The solvent is CC#N (CH3CN). Reactants: C(C1=CC=CC=C1)OC(=O)N[C@@H](CC1=C(C=C(C=C1)[N+](=O)[O-])I)C(=O)OCC (ethyl N-((benzyloxy)carbonyl)-2-iodo-4-nitro-L-phenylalaninate), C1(=C(C=CC=C1)P(C1=C(C=CC=C1)C)C1=C(C=CC=C1)C)C (tri-ortho-tolylphosphine), crude product, Pd(C), C1=CCCC1 (cyclopentene), C1(=CC=CC=C1)C (toluene), olefin. The reagents and catalysts are CC(=O)[O-].CC(=O)[O-].[Pd+2] (Pd(OAc)2). Run in CCOC(=O)C (EtOAc), CCN(CC)CC (Et3N), CCCCCC (hexane), CO (MeOH). Run at time 24 hour. Yields the product NC1=CC(=C(C[C@H](N)C(=O)OCC)C=C1)C1CCCC1 (ethyl 4-amino-2-cyclopentyl-L-phenylalaninate). As a reaction SMILES: C(OC([NH:11][C@H:12]([C:24]([O:26][CH2:27][CH3:28])=[O:25])[CH2:13][C:14]1[CH:19]=[CH:18][C:17]([N+:20]([O-])=O)=[CH:16][C:15]=1I)=O)C1C=CC=CC=1.[CH:29]1[CH2:33][CH2:32][CH2:31][CH:30]=1.C1(C)C=CC=CC=1.C1(C)C=CC=CC=1P(C1C=CC=CC=1C)C1C=CC=CC=1C>CC([O-])=O.CC([O-])=O.[Pd+2].CO.CCOC(C)=O.CCCCCC.CCN(CC)CC>[NH2:20][C:17]1[CH:18]=[CH:19][C:14]([CH2:13][C@@H:12]([C:24]([O:26][CH2:27][CH3:28])=[O:25])[NH2:11])=[C:15]([CH:29]2[CH2:33][CH2:32][CH2:31][CH2:30]2)[CH:16]=1 |f:4.5.6|. Procedure: According to example 151, 1.65 g of ethyl N-((benzyloxy)carbonyl)-2-iodo-4-nitro-L-phenylalaninate was subjected to Heck coupling with 20 mL of cyclopentene using 60 mL of toluene, 0.074 g of Pd(OAc)2, 0.20 g of tri-ortho-tolylphosphine, and 0.51 mL of Et3N. The reaction was carried out at 110° C. for 24 h. Analysis of the crude product by tlc (SiO2, 8:2 hexane:EtOAc) indicated a major product at Rf =0.40 and minor components at Rf =0.38, 0.60, and 0.95. The Rf =0.40 material was isolated by fla... Reactants: C1(=CC=CC=C1)NCC(=O)O (N-phenylglycine), N,N′-carbonyldiimidazole, NC1=C(C=C(C=C1)OCC)NCC(C)C ((2-Amino-5-ethoxyphenyl)(2-methylpropyl)amine). The solvent is C1CCOC1 (THF), C1CCOC1 (THF). Reaction conditions: temperature 70 celsius. Yields the product C(C)OC1=CC(=C(C=C1)NC(CNC1=CC=CC=C1)=O)NCC(C)C (N-{4-ethoxy-2-[(2-methylpropyl)amino]phenyl}-2(phenylamino)acetamide). Isolated yield 87.9%. As a reaction SMILES: [C:1]1([NH:7][CH2:8][C:9]([OH:11])=O)[CH:6]=[CH:5][CH:4]=[CH:3][CH:2]=1.[NH2:12][C:13]1[CH:18]=[CH:17][C:16]([O:19][CH2:20][CH3:21])=[CH:15][C:14]=1[NH:22][CH2:23][CH:24]([CH3:26])[CH3:25]>C1COCC1>[CH2:20]([O:19][C:16]1[CH:17]=[CH:18][C:13]([NH:12][C:9](=[O:11])[CH2:8][NH:7][C:1]2[CH:2]=[CH:3][CH:4]=[CH:5][CH:6]=2)=[C:14]([NH:22][CH2:23][CH:24]([CH3:25])[CH3:26])[CH:15]=1)[CH3:21]. Reported procedure: A solution of N-phenylglycine (1.51 g, 0.01 mol) and N,N′-carbonyldiimidazole (1.62 g, 0.01 mol) in THF (25 mL) was heated at 50° C. for 30 min under Ar. A solution of 55 (2.08 g, 0.01 mol) in THF (50 mL) was then added over 30 min, and the resulting mixture was heated at 70° C. overnight. The reaction mixture was concentrated in vacuo, and the residue was dissolved in EtOAc (100 mL) and washed with saturated NaHCO3 (2×100 mL) and brine (100 mL). The organic phase was filtered through phase sepa... Reactants: CO, Cl, [K+], COC(=O)c1cc(-c2cnn(C3CCN(C)CC3)c2)cnc1N, [OH-], O. The product is CN1CCC(n2cc(-c3cnc(N)c(C(=O)O)c3)cn2)CC1. RXN SMILES: [CH3:27][OH:28].[ClH:26].[K+:2].[NH2:3][c:4]1[n:5][cH:6][c:7](-[c:14]2[cH:15][n:16][n:17]([CH:19]3[CH2:20][CH2:21][N:22]([CH3:25])[CH2:23][CH2:24]3)[cH:18]2)[cH:8][c:9]1[C:10](=[O:11])[O:12][CH3:13].[OH-:1].[OH2:29]>>[NH2:3][c:4]1[n:5][cH:6][c:7](-[c:14]2[cH:15][n:16][n:17]([CH:19]3[CH2:20][CH2:21][N:22]([CH3:25])[CH2:23][CH2:24]3)[cH:18]2)[cH:8][c:9]1[C:10](=[O:11])[OH:12].